Dataset: the Open Reaction Database (ORD), a public repository of structured organic reaction records. Task: describe an organic reaction: reactants, conditions, products, and yield Reactants: Cc1ccc(N)cc1Nc1cc(C(F)(F)F)nc(-c2ccncc2)n1, O=C(O)c1ccc(N2CCOCC2)cc1. Yields the product Cc1ccc(NC(=O)c2ccc(N3CCOCC3)cc2)cc1Nc1cc(C(F)(F)F)nc(-c2ccncc2)n1. RXN SMILES: [NH2:1][c:2]1[cH:3][cH:4][c:5]([CH3:25])[c:6]([NH:7][c:8]2[n:9][c:10](-[c:18]3[cH:19][cH:20][n:21][cH:22][cH:23]3)[n:11][c:12]([C:14]([F:15])([F:16])[F:17])[cH:13]2)[cH:24]1.[O:26]1[CH2:27][CH2:28][N:29]([c:32]2[cH:33][cH:34][c:35]([C:36](=[O:37])[OH:38])[cH:39][cH:40]2)[CH2:30][CH2:31]1>>[NH:1]([c:2]1[cH:3][cH:4][c:5]([CH3:25])[c:6]([NH:7][c:8]2[n:9][c:10](-[c:18]3[cH:19][cH:20][n:21][cH:22][cH:23]3)[n:11][c:12]([C:14]([F:15])([F:16])[F:17])[cH:13]2)[cH:24]1)[C:36]([c:35]1[cH:34][cH:33][c:32]([N:29]2[CH2:28][CH2:27][O:26][CH2:31][CH2:30]2)[cH:40][cH:39]1)=[O:37]. The reactants are C1CCCCC1, C=C[Si](c1ccccc1)(c1ccccc1)c1ccccc1, c1ccc(Pc2ccccc2)cc1. The product is c1ccc(P(CC[Si](c2ccccc2)(c2ccccc2)c2ccccc2)c2ccccc2)cc1. Reaction SMILES: [CH2:35]1[CH2:36][CH2:37][CH2:38][CH2:39][CH2:40]1.[CH:1](=[CH2:2])[Si:3]([c:4]1[cH:5][cH:6][cH:7][cH:8][cH:9]1)([c:10]1[cH:11][cH:12][cH:13][cH:14][cH:15]1)[c:16]1[cH:17][cH:18][cH:19][cH:20][cH:21]1.[c:22]1([PH:28][c:29]2[cH:30][cH:31][cH:32][cH:33][cH:34]2)[cH:23][cH:24][cH:25][cH:26][cH:27]1>>[CH2:1]([CH2:2][P:28]([c:22]1[cH:23][cH:24][cH:25][cH:26][cH:27]1)[c:29]1[cH:30][cH:31][cH:32][cH:33][cH:34]1)[Si:3]([c:4]1[cH:5][cH:6][cH:7][cH:8][cH:9]1)([c:10]1[cH:11][cH:12][cH:13][cH:14][cH:15]1)[c:16]1[cH:17][cH:18][cH:19][cH:20][cH:21]1. Reactants: O (water), NC(C1=CC=C(OCCCC2CCN(CC2)CCCOC2=CC=C(C(=N)N)C=C2)C=C1)=N (4-{3-[4-(3-{4-[amino(imino)methyl]phenoxy}propyl)-1-piperidinyl]propoxy}benzamidine), Cl (hydrochloric acid), O (water). Run in CC(C)O (2-propanol), CC(C)O (2-propanol). Conditions: temperature 40 celsius. Product: O.O.O.O.O.Cl.Cl.Cl.NC(C1=CC=C(OCCCC2CCN(CC2)CCCOC2=CC=C(C(=N)N)C=C2)C=C1)=N (4-{3-[4-(3-{4-[amino(imino)methyl]phenoxy}propyl)-1-piperidinyl]propoxy}benzamidine trihydrochloride pentahydrate). As a reaction SMILES: [OH2:1].[NH2:2][C:3](=[NH:33])[C:4]1[CH:32]=[CH:31][C:7]([O:8][CH2:9][CH2:10][CH2:11][CH:12]2[CH2:17][CH2:16][N:15]([CH2:18][CH2:19][CH2:20][O:21][C:22]3[CH:30]=[CH:29][C:25]([C:26]([NH2:28])=[NH:27])=[CH:24][CH:23]=3)[CH2:14][CH2:13]2)=[CH:6][CH:5]=1.[ClH:34]>CC(O)C>[OH2:8].[OH2:1].[OH2:8].[OH2:8].[OH2:8].[ClH:34].[ClH:34].[ClH:34].[NH2:33][C:3](=[NH:2])[C:4]1[CH:32]=[CH:31][C:7]([O:8][CH2:9][CH2:10][CH2:11][CH:12]2[CH2:17][CH2:16][N:15]([CH2:18][CH2:19][CH2:20][O:21][C:22]3[CH:23]=[CH:24][C:25]([C:26]([NH2:28])=[NH:27])=[CH:29][CH:30]=3)[CH2:14][CH2:13]2)=[CH:6][CH:5]=1 |f:4.5.6.7.8.9.10.11.12|. Procedure details: To a water (2.3 mL) suspension of 1.0 g of 4-{3-[4-(3-{4-[amino(imino)methyl]phenoxy}propyl)-1-piperidinyl]propoxy}benzamidine were added 0.72 g of hydrochloric acid, 6 mL of 2-propanol, and 0.5 mL of water at room temperature, which was then stirred at 40° C. Thereto was added 9 mL of 2-propanol, which was then stirred under cooling with ice for one hour. The precipitated crystals were collected by filtration to provide 1.4 g of 4-{3-[4-(3-{4-[amino(imino)methyl]phenoxy}propyl)-1-piperidinyl]pr... Reactants: C(C#CC)O (2-butyn-1-ol), [H-].[Na+] (sodium hydride), [Cl-].[NH4+] (ammonium chloride), ClC1=NC=NC(=C1)CC1=C(C(=CC=C1)F)F (4-chloro-6-(2,3-difluorobenzyl)pyrimidine). Solvent: O1CCCC1 (tetrahydrofuran), O1CCCC1 (tetrahydrofuran), O1CCCC1 (tetrahydrofuran). Yields the product C(C#CC)OC1=NC=NC(=C1)CC1=C(C(=CC=C1)F)F (4-(2-butynyloxy)-6-(2,3-difluorobenzyl)pyrimidine). Yield: 96.5%. As a reaction SMILES: [H-].[Na+].[CH2:3]([OH:7])[C:4]#[C:5][CH3:6].Cl[C:9]1[CH:14]=[C:13]([CH2:15][C:16]2[CH:21]=[CH:20][CH:19]=[C:18]([F:22])[C:17]=2[F:23])[N:12]=[CH:11][N:10]=1.[Cl-].[NH4+]>O1CCCC1>[CH2:3]([O:7][C:9]1[CH:14]=[C:13]([CH2:15][C:16]2[CH:21]=[CH:20][CH:19]=[C:18]([F:22])[C:17]=2[F:23])[N:12]=[CH:11][N:10]=1)[C:4]#[C:5][CH3:6] |f:0.1,4.5|. Procedure: In 2 ml of tetrahydrofuran was suspended 0.05 g of sodium hydride (60% in oil), to which 0.6 ml of a tetrahydrofuran solution containing 0.07 g of 2-butyn-1-ol was slowly added dropwise with stirring at room temperature. The mixture was stirred at room temperature for 20 minutes, to which 0.6 ml of a tetrahydrofuran solution containing 0.2 g of 4-chloro-6-(2,3-difluorobenzyl)pyrimidine was slowly added dropwise at room temperature, followed by stirring for 4 hours. The reaction mixture was then ... Reactants: acid chloride, N (ammonia), [N+](=O)([O-])C1=CC=C(OCC(=O)O)C=C1 (4-Nitrophenoxyacetic acid), S(=O)(Cl)Cl (thionyl chloride). Run in C(C)O (ethanol). Run at time 45 minute. The product is [N+](=O)([O-])C1=CC=C(OCC(=O)N)C=C1 (4-nitrophenoxyacetamide). As a reaction SMILES: [N+:1]([C:4]1[CH:14]=[CH:13][C:7]([O:8][CH2:9][C:10](O)=[O:11])=[CH:6][CH:5]=1)([O-:3])=[O:2].S(Cl)(Cl)=O.[NH3:19]>C(O)C>[N+:1]([C:4]1[CH:14]=[CH:13][C:7]([O:8][CH2:9][C:10]([NH2:19])=[O:11])=[CH:6][CH:5]=1)([O-:3])=[O:2]. Procedure details: 4-Nitrophenoxyacetic acid (10.2 g) was added to thionyl chloride (50 ml) and the mixture was boiled under reflux for 1.5 hours. Excess thionyl chloride was distilled off and the residue was heated with toluene (2×50 ml) and the toluene removed by distillation to leave an oil which solidified on cooling. The acid chloride was added in portions to a stirred mixture of absolute ethanol (50 ml) and concentrated aqueous ammonia (50 ml, SG 0.880) at 10°-15° C. The mixture was stirred for 45 minutes at... The reactants are [C@]12(C(=O)CC(CC1)C2(C)C)CS(=O)(=O)O ((1S)-(+)-10-camphorsulfonic acid), NC1=CC(=C(OC2=CC(=NC=N2)NC(=O)N2CCN(CC2)C2CN(C2)C)C=C1)F (4-(1-methylazetidin-3-yl)piperazine-1-carboxylic acid [6-(4-amino-2-fluorophenoxy)pyrimidin-4-yl]amide), FC1=CC=C(C=C1)CC(=O)N=C=S (2-(4-fluorophenyl)acetyl isothiocyanate). Solvent: C(C)O (ethanol), C1(=CC=CC=C1)C (toluene). Run at time 10 minute. Product: FC1=C(OC2=CC(=NC=N2)NC(=O)N2CCN(CC2)C2CN(C2)C)C=CC(=C1)NC(=S)NC(CC1=CC=C(C=C1)F)=O (4-(1-Methylazetidin-3-yl)piperazine-1-carboxylic acid [6-(2-fluoro-4-{3-[2-(4-fluorophenyl)acetyl]thioureido}phenoxy)pyrimidin-4-yl]amide). Isolated yield 16.9%. RXN SMILES: [C@]12(CS(O)(=O)=O)C(C)(C)C(CC1)CC2=O.[NH2:16][C:17]1[CH:43]=[CH:42][C:20]([O:21][C:22]2[N:27]=[CH:26][N:25]=[C:24]([NH:28][C:29]([N:31]3[CH2:36][CH2:35][N:34]([CH:37]4[CH2:40][N:39]([CH3:41])[CH2:38]4)[CH2:33][CH2:32]3)=[O:30])[CH:23]=2)=[C:19]([F:44])[CH:18]=1.[F:45][C:46]1[CH:51]=[CH:50][C:49]([CH2:52][C:53]([N:55]=[C:56]=[S:57])=[O:54])=[CH:48][CH:47]=1>C(O)C.C1(C)C=CC=CC=1>[F:44][C:19]1[CH:18]=[C:17]([NH:16][C:56]([NH:55][C:53](=[O:54])[CH2:52][C:49]2[CH:50]=[CH:51][C:46]([F:45])=[CH:47][CH:48]=2)=[S:57])[CH:43]=[CH:42][C:20]=1[O:21][C:22]1[N:27]=[CH:26][N:25]=[C:24]([NH:28][C:29]([N:31]2[CH2:32][CH2:33][N:34]([CH:37]3[CH2:40][N:39]([CH3:41])[CH2:38]3)[CH2:35][CH2:36]2)=[O:30])[CH:23]=1. Procedure: After adding (1S)-(+)-10-camphorsulfonic acid (29.4 mg) to a solution of 4-(1-methylazetidin-3-yl)piperazine-1-carboxylic acid [6-(4-amino-2-fluorophenoxy)pyrimidin-4-yl]amide (31.8 mg) in ethanol (1.5 ml), the mixture was stirred for 10 minutes at room temperature. A solution of 2-(4-fluorophenyl)acetyl isothiocyanate in toluene (0.25 M, 0.634 ml) was added thereto, and stirring was carried out at room temperature for 30 minutes. The reaction mixture was partitioned between saturated aqueous so... Starting materials: C(=O)=O (carbon dioxide), C(CC(=O)OC)(=O)OC (dimethyl malonate), C([O-])([O-])=O.[K+].[K+] (potassium carbonate), ClCC(C)Cl (1,2-dichloropropane). Solvent: CN(C=O)C (dimethylformamide). Run at temperature 118 celsius. Yields the product C(=O)(OC)C1(C(C1)C)C(=O)OC (1,1-Dicarbomethoxy-2-methylcyclopropane). Reaction SMILES: [C:1]([O:8][CH3:9])(=[O:7])[CH2:2][C:3]([O:5][CH3:6])=[O:4].C(=O)([O-])[O-].[K+].[K+].Cl[CH2:17][CH:18](Cl)[CH3:19].C(=O)=O>CN(C)C=O>[C:3]([C:2]1([C:1]([O:8][CH3:9])=[O:7])[CH2:17][CH:18]1[CH3:19])([O:5][CH3:6])=[O:4] |f:1.2.3|. Reported procedure: The apparatus described in Example 1 was charged successively with 132.1 g dimethyl malonate (1.0 mol), 166 g (1.2 mols) finely comminuted potassium carbonate, 339 g 1,2-dichloropropane (3.0 mols) and 250 ml of dimethylformamide. While stirring vigorously, the reaction mixture was heated to 118° C., and the reaction temperature was increased to 125° C. over a period of 15 hours. While releasing carbon dioxide, the reaction mixture distilled off as an azeotrope which was separated into dichloropr... Starting materials: Ion-Exchange, [I-].C(CCC)[N+]1(CCCC1)C1CCCCC1 (N-butyl-N-cyclohexylpyrrolidinium iodide salt), [OH-] (hydroxide). The solvent is O (water). Reaction conditions: time 8 hour. Yields the product [OH-].C(CCC)[N+]1(CCCC1)C1CCCCC1 (N-Butyl-N-Cyclohexylpyrrolidinium Hydroxide). As a reaction SMILES: [I-].[CH2:2]([N+:6]1([CH:11]2[CH2:16][CH2:15][CH2:14][CH2:13][CH2:12]2)[CH2:10][CH2:9][CH2:8][CH2:7]1)[CH2:3][CH2:4][CH3:5].[OH-:17]>O>[OH-:17].[CH2:2]([N+:6]1([CH:11]2[CH2:16][CH2:15][CH2:14][CH2:13][CH2:12]2)[CH2:10][CH2:9][CH2:8][CH2:7]1)[CH2:3][CH2:4][CH3:5] |f:0.1,4.5|. Reported procedure: N-butyl-N-cyclohexylpyrrolidinium iodide salt (85 gm; 0.25 mol) is dissolved in 300 ml water in a 500-ml volume plastic bottle. To the solution, 300 gm of Ion-Exchange Resin-OH (BIO RAD® AH1-X8) is added and the mixture is stirred at room temperature overnight. The mixture is filtered and the solids are rinsed with additional 85 ml of water. The original filtrate and the rinse are combined and a small amount is titrated with 0.1N HCl to indicate the presence of 0.24 mol hydroxide (0.24 mol N-but... Starting materials: [I-].C(C)[N+]1=C(OC2=C1C=C(C=C2)NS(=O)(=O)C)C (3-ethyl-2-methyl-5-methylsulfonamidobenzoxazolium iodide), C1(=CC=CC=C1)N(C=N)C1=CC=CC=C1 (diphenylformamidine), C(C)OCC (diethyl ether). The solvent is CC(=O)C (acetone). The product is [I-].N(C1=CC=CC=C1)C=CC=1OC2=C([N+]1CC)C=C(C=C2)NS(=O)(=O)C (2-(2-anilinovinyl)-3-ethyl-5-methylsulfonamidobenzoxazolium iodide). Yield: 94.5%. RXN SMILES: [I-:1].[CH2:2]([N+:4]1[C:8]2[CH:9]=[C:10]([NH:13][S:14]([CH3:17])(=[O:16])=[O:15])[CH:11]=[CH:12][C:7]=2[O:6][C:5]=1[CH3:18])[CH3:3].[C:19]1([N:25](C2C=CC=CC=2)[CH:26]=N)[CH:24]=[CH:23][CH:22]=[CH:21][CH:20]=1.C(OCC)C>CC(C)=O>[I-:1].[NH:25]([CH:26]=[CH:18][C:5]1[O:6][C:7]2[CH:12]=[CH:11][C:10]([NH:13][S:14]([CH3:17])(=[O:15])=[O:16])=[CH:9][C:8]=2[N+:4]=1[CH2:2][CH3:3])[C:19]1[CH:24]=[CH:23][CH:22]=[CH:21][CH:20]=1 |f:0.1,5.6|. Procedure: Intermediate E (1.0 g) and diphenylformamidine (2.2 g) were combined in a flask and heated over a hot air gun with manual stirring until a yellow-orange color formed. The reaction was then heated for 1 minute at full heat until it became totally liquid. On cooling to room temperature, the reaction mixture solidified. This solid was dissolved in 20 ml hot acetone, poured into 100 ml diethyl ether with stirring, and stirred for 1 hour. The solid was then filtered out and washed with diethyl ether ...